This data is from the Open Reaction Database (ORD), a public repository of structured organic reaction records. The task is: describe an organic reaction: reactants, conditions, products, and yield The reactants are [BH4-], CO, CC1(c2cccc(C=O)n2)OCCO1, N#N, [Na+], O. Yields the product CC1(c2cccc(CO)n2)OCCO1. As a reaction SMILES: [BH4-:17].[CH3:20][OH:21].[CH3:3][C:4]1([c:9]2[cH:10][cH:11][cH:12][c:13]([CH:15]=[O:16])[n:14]2)[O:5][CH2:6][CH2:7][O:8]1.[N:1]#[N:2].[Na+:18].[OH2:19]>>[CH3:3][C:4]1([c:9]2[cH:10][cH:11][cH:12][c:13]([CH2:15][OH:16])[n:14]2)[O:5][CH2:6][CH2:7][O:8]1. Reactants: CCOC(=O)OCC, C1CCOC1, [Li]CCCC, N#CCC1C2CC3CC(C2)CC1C3, CC(C)NC(C)C. The product is CCOC(=O)C(C#N)C1C2CC3CC(C2)CC1C3. As a reaction SMILES: [CH2:26]([CH3:27])[O:28][C:29]([O:30][CH2:32][CH3:33])=[O:31].[CH2:34]1[O:35][CH2:36][CH2:37][CH2:38]1.[CH3:8][CH2:9][CH2:10][CH2:11][Li:12].[CH:13]12[CH:14]([CH2:23][C:24]#[N:25])[CH:15]3[CH2:16][CH:17]([CH2:18][CH:19]([CH2:20]1)[CH2:21]3)[CH2:22]2.[CH:1]([NH:2][CH:3]([CH3:4])[CH3:5])([CH3:6])[CH3:7]>>[CH:13]12[CH:14]([CH:23]([C:24]#[N:25])[C:29]([O:28][CH2:26][CH3:27])=[O:30])[CH:15]3[CH2:16][CH:17]([CH2:18][CH:19]([CH2:20]1)[CH2:21]3)[CH2:22]2.